From a dataset of the Open Reaction Database (ORD), a public repository of structured organic reaction records. describe an organic reaction: reactants, conditions, products, and yield The reactants are N1N=C(C=C1)NC1=NC(=NC2=CC=CC=C12)C(=O)OCC (ethyl 4-(1H-pyrazol-3-ylamino)quinazoline-2-carboxylate), solution, FC1=CC=C(C=C1)[Mg]Br (4-fluorophenylmagnesium bromide). Solvent: C1CCOC1 (THF), C1CCOC1 (THF). Reaction conditions: temperature -40 celsius, time 2 hour. The product is N1N=C(C=C1)NC1=NC(=NC2=CC=CC=C12)C(O)(C1=CC=C(C=C1)F)C1=CC=C(C=C1)F ((4-(1H-pyrazol-3-ylamino)quinazolin-2-yl)bis(4-fluorophenyl)methanol). Yield: 8.0%. Reaction SMILES: [NH:1]1[CH:5]=[CH:4][C:3]([NH:6][C:7]2[C:16]3[C:11](=[CH:12][CH:13]=[CH:14][CH:15]=3)[N:10]=[C:9]([C:17]([O:19]CC)=O)[N:8]=2)=[N:2]1.[F:22][C:23]1[CH:28]=[CH:27][C:26]([Mg]Br)=[CH:25][CH:24]=1>C1COCC1>[NH:1]1[CH:5]=[CH:4][C:3]([NH:6][C:7]2[C:16]3[C:11](=[CH:12][CH:13]=[CH:14][CH:15]=3)[N:10]=[C:9]([C:17]([C:26]3[CH:27]=[CH:28][C:23]([F:22])=[CH:24][CH:25]=3)([C:26]3[CH:27]=[CH:28][C:23]([F:22])=[CH:24][CH:25]=3)[OH:19])[N:8]=2)=[N:2]1. Procedure details: To a stirred solution of ethyl 4-(1H-pyrazol-3-ylamino)quinazoline-2-carboxylate (595 mg, 2.1 mmol) in THF (15 mL) at −40° C., was added dropwise a 2 M solution of 4-fluorophenylmagnesium bromide in THF (4.2 mL, 8.4 mmol). The mixture was stirred at −40° C. for 2 h and then stored at −30° C. for 18 h. The reaction was quenched by adding 0.5 N HCl at 0° C. and the mixture was extracted with EtOAc (2×20 mL). The solid precipitate from the combined organic layers was removed by filtration and the r... The reactants are ClC1=C(C=CC2=C1C(N1[C@H](C=3N2C=NC3C3=NOC(=N3)CCl)CC1)=O)F ((S)-8-chloro-1-(5-chloromethyl-1,2,4-oxadiazol-3-yl)-7-fluoro-12,12a-dihydro-9H,11H-azeto[2,1-c]imidazo[1,5-a][1,4]benzodiazepin-9-one), C(CCC)NCCCC (dibutylamine). The solvent is CN(C=O)C (N,N-dimethylformamide). Product: ClC1=C(C=CC2=C1C(N1[C@H](C=3N2C=NC3C3=NOC(=N3)CN(CCCC)CCCC)CC1)=O)F ((S)-8-chloro-1-(5-dibutylaminomethyl-1,2,4-oxadiazol-3-yl)-7-fluoro-12,12a-dihydro-9H,11H-azeto[2,1-c]imidazo[1,5-a][1,4]benzodiazepin-9-one). The yield is 36.1%. Reaction SMILES: [Cl:1][C:2]1[C:7]2[C:8](=[O:25])[N:9]3[CH2:24][CH2:23][C@H:10]3[C:11]3[N:12]([CH:13]=[N:14][C:15]=3[C:16]3[N:20]=[C:19]([CH2:21]Cl)[O:18][N:17]=3)[C:6]=2[CH:5]=[CH:4][C:3]=1[F:26].[CH2:27]([NH:31][CH2:32][CH2:33][CH2:34][CH3:35])[CH2:28][CH2:29][CH3:30]>CN(C)C=O>[Cl:1][C:2]1[C:7]2[C:8](=[O:25])[N:9]3[CH2:24][CH2:23][C@H:10]3[C:11]3[N:12]([CH:13]=[N:14][C:15]=3[C:16]3[N:20]=[C:19]([CH2:21][N:31]([CH2:32][CH2:33][CH2:34][CH3:35])[CH2:27][CH2:28][CH2:29][CH3:30])[O:18][N:17]=3)[C:6]=2[CH:5]=[CH:4][C:3]=1[F:26]. Reported procedure: 1 g (2.5 mmol) of (S)-8-chloro-1-(5-chloromethyl-1,2,4-oxadiazol-3-yl)-7-fluoro-12,12a-dihydro-9H,11H-azeto[2,1-c]imidazo[1,5-a][1,4]benzodiazepin-9-one was stirred at room temperature overnight with 0.98 g (7.5 mmol) of dibutylamine and 10 ml of N,N-dimethylformamide. By evaporation of the reaction mixture and chromatography of the residue on silica gel while eluting with ethyl acetate there was obtained 0.44 g (36%) of (S)-8-chloro-1-(5-dibutylaminomethyl-1,2,4-oxadiazol-3-yl)-7-fluoro-12,12a-...